From a dataset of the Open Reaction Database (ORD), a public repository of structured organic reaction records. describe an organic reaction: reactants, conditions, products, and yield Yields the product CCC1=COCc2c1ccnc2OC. RXN SMILES: [C:15](=[O:16])([O-:17])[O-:18].[CH2:21]([OH:22])[CH2:23][CH3:24].[CH:1]([CH3:2])=[C:3]1[CH2:4][O:5][CH2:6][c:7]2[c:8]([O:13][CH3:14])[n:9][cH:10][cH:11][c:12]21.[K+:19].[K+:20]>>[CH2:1]([CH3:2])[C:3]1=[CH:4][O:5][CH2:6][c:7]2[c:8]([O:13][CH3:14])[n:9][cH:10][cH:11][c:12]21. Starting materials: O=C([O-])[O-], CCCO, CC=C1COCc2c1ccnc2OC, [K+], [K+]. The reactants are C(=O)O.BrC1=C(C=C2C(NC=NC2=C1)=O)SCC (7-bromo-6-ethylthioquinazolin-4(3H)-one formic acid salt), BrCC(C[C@@H]1N(CCC[C@H]1OC)C(=O)OCC=C)=O (allyl trans-2-(3-bromo-2-oxopropyl)-3-methoxy-1-piperidinecarboxylate). Product: BrC1=C(C=C2C(N(C=NC2=C1)CC(C[C@@H]1N(CCC[C@H]1OC)C(=O)OCC=C)=O)=O)SCC (Allyl trans-2-[3-(7-Bromo-6-ethylthioquinazolin-4(3H)-on-3-yl)-2-oxopropyl]-3-methoxy-1-piperidinecarboxylate). As a reaction SMILES: C(O)=O.[Br:4][C:5]1[CH:14]=[C:13]2[C:8]([C:9](=[O:15])[NH:10][CH:11]=[N:12]2)=[CH:7][C:6]=1[S:16][CH2:17][CH3:18].Br[CH2:20][C:21](=[O:37])[CH2:22][C@H:23]1[C@H:28]([O:29][CH3:30])[CH2:27][CH2:26][CH2:25][N:24]1[C:31]([O:33][CH2:34][CH:35]=[CH2:36])=[O:32]>>[Br:4][C:5]1[CH:14]=[C:13]2[C:8]([C:9](=[O:15])[N:10]([CH2:20][C:21](=[O:37])[CH2:22][C@H:23]3[C@H:28]([O:29][CH3:30])[CH2:27][CH2:26][CH2:25][N:24]3[C:31]([O:33][CH2:34][CH:35]=[CH2:36])=[O:32])[CH:11]=[N:12]2)=[CH:7][C:6]=1[S:16][CH2:17][CH3:18] |f:0.1|. Procedure: In the manner of Example 4, 0.743 g (0.00224 mol) of 7-bromo-6-ethylthioquinazolin-4(3H)-one formic acid salt and 0.750 g (0.00224 mol) of allyl trans-2-(3-bromo-2-oxopropyl)-3-methoxy-1-piperidinecarboxylate were converted into the title compound. After flash chromatography on silica gel (eluant 3% methanol in chloroform) there was obtained the pure product: yield 0.61 g (51%); mass spectrum m/e 537 (molecular ion with expected isotope pattern), 41 (parent peak, CH2 =CH--CH2 +) among others. 1H... Reported procedure: Prepared according to the procedure described in Example 4, Step 1, using the following starting materials: 3-(6-chloro-2-methyl-1H-indol-3-ylsulfanyl)-benzoic acid methyl ester and 4-fluorobenzyl bromide. The reactants are COC(C1=CC(=CC=C1)SC1=C(NC2=CC(=CC=C12)Cl)C)=O (3-(6-chloro-2-methyl-1H-indol-3-ylsulfanyl)-benzoic acid methyl ester), FC1=CC=C(CBr)C=C1 (4-fluorobenzyl bromide). RXN SMILES: [CH3:1][O:2][C:3](=[O:22])[C:4]1[CH:9]=[CH:8][CH:7]=[C:6]([S:10][C:11]2[C:19]3[C:14](=[CH:15][C:16]([Cl:20])=[CH:17][CH:18]=3)[NH:13][C:12]=2[CH3:21])[CH:5]=1.[F:23][C:24]1[CH:31]=[CH:30][C:27]([CH2:28]Br)=[CH:26][CH:25]=1>>[CH3:1][O:2][C:3](=[O:22])[C:4]1[CH:9]=[CH:8][CH:7]=[C:6]([S:10][C:11]2[C:19]3[C:14](=[CH:15][C:16]([Cl:20])=[CH:17][CH:18]=3)[N:13]([CH2:28][C:27]3[CH:30]=[CH:31][C:24]([F:23])=[CH:25][CH:26]=3)[C:12]=2[CH3:21])[CH:5]=1. The product is COC(C1=CC(=CC=C1)SC1=C(N(C2=CC(=CC=C12)Cl)CC1=CC=C(C=C1)F)C)=O (3-[6-Chloro-1-(4-fluoro-benzyl)-2-methyl-1H-indol-3-ylsulfanyl]-benzoic acid methyl ester). Reactants: Cl.BrC1=C(CC2CCNCC2)C=C(C=C1)OC (4-(2-bromo-5-methoxybenzyl)piperidine hydrochloride). The solvent is [OH-].[Na+] (sodium hydroxide). Reaction conditions: temperature 0 celsius, time 5 hour. The product is BrC1=C(CC2CCNCC2)C=C(C=C1)O (4-(2-bromo-5-hydroxybenzyl)piperidine). The yield is 73.7%. Reaction SMILES: Cl.[Br:2][C:3]1[CH:15]=[CH:14][C:13]([O:16]C)=[CH:12][C:4]=1[CH2:5][CH:6]1[CH2:11][CH2:10][NH:9][CH2:8][CH2:7]1>[OH-].[Na+]>[Br:2][C:3]1[CH:15]=[CH:14][C:13]([OH:16])=[CH:12][C:4]=1[CH2:5][CH:6]1[CH2:7][CH2:8][NH:9][CH2:10][CH2:11]1 |f:0.1,2.3|. Procedure details: After 4-(2-bromo-5-methoxybenzyl)piperidine hydrochloride (16.00 g, 50.22 mmol) was suspended in a 1N aqueous sodium hydroxide solution (100 ml), the organic substance liberated was extracted with diethyl ether, and the organic layer was dried over anhydrous potassium carbonate and distilled under reduced pressure to remove the solvent. While cooling a solution of the thus obtained free amine in dichloromethane (100 ml) at 0° C., a 1.0M solution (100 ml) of boron tribromide in dichloromethane wa...